The task is: describe an organic reaction: reactants, conditions, products, and yield. This data is from the Open Reaction Database (ORD), a public repository of structured organic reaction records. Starting materials: Cc1ccccc1, COC(=O)c1cccc(N)c1O, c1ccncc1, O=C(Cl)c1cccc(-c2cccnc2)c1. Product: COC(=O)c1cccc(NC(=O)c2cccc(-c3cccnc3)c2)c1O. RXN SMILES: [CH3:34][c:35]1[cH:36][cH:37][cH:38][cH:39][cH:40]1.[NH2:1][c:2]1[c:3]([OH:12])[c:4]([C:5](=[O:6])[O:7][CH3:8])[cH:9][cH:10][cH:11]1.[cH:13]1[cH:14][cH:15][n:16][cH:17][cH:18]1.[n:19]1[cH:20][c:21](-[c:25]2[cH:26][c:27]([C:28](=[O:29])[Cl:30])[cH:31][cH:32][cH:33]2)[cH:22][cH:23][cH:24]1>>[NH:1]([c:2]1[c:3]([OH:12])[c:4]([C:5](=[O:6])[O:7][CH3:8])[cH:9][cH:10][cH:11]1)[C:28]([c:27]1[cH:26][c:25](-[c:21]2[cH:20][n:19][cH:24][cH:23][cH:22]2)[cH:33][cH:32][cH:31]1)=[O:29]. Reactants: ON1N=NC2=C1C=CC=C2 (1-hydroxybenzotriazole), Cl.CN(CCCN=C=NCC)C (1-(3-dimethylaminopropyl)-3-ethylcarbodiimide hydrochloride), C(C)(C)(C)OC(=O)N1[C@H](C(=O)O)CC(C1)CCNC(=O)OC(C)(C)C (N-tert-butoxycarbonyl-4-[2-(tert-butoxycarbonylamino)ethyl]-L-Proline), N1=CC(=CC2=CC=CC=C12)NC([C@H]1NC[C@@H](C1)NC([C@@H](CCC1=CC=CC=C1)O)=O)=O (trans-4-((R)-2-hydroxy-4-phenylbutyrylamino)-L-proline 3-quinolylamide), Compound D101. The solvent is C(Cl)(Cl)Cl (chloroform), ClCCl (dichloromethane), C(C)N(CC)CC (Triethylamine). Run at time 8 hour. Product: N1=CC(=CC2=CC=CC=C12)NC([C@H]1N(C[C@@H](C1)NC([C@@H](CCC1=CC=CC=C1)O)=O)C([C@H]1N(CC(C1)CCNC(=O)OC(C)(C)C)C(=O)OC(C)(C)C)=O)=O (N-tert-Butoxycarbonyl-4-[2-(tert-Butoxycarbonylamino)ethyl]-L-Prolyl-trans-4-((R)-2-Hydroxy-4-Phenylbutyrylamino)-L-Proline 3-Quinolylamide). The yield is 46.3%. Reaction SMILES: ON1C2C=CC=CC=2N=N1.Cl.CN(C)CCCN=C=NCC.[C:23]([O:27][C:28]([N:30]1[CH2:37][CH:36]([CH2:38][CH2:39][NH:40][C:41]([O:43][C:44]([CH3:47])([CH3:46])[CH3:45])=[O:42])[CH2:35][C@H:31]1[C:32](O)=[O:33])=[O:29])([CH3:26])([CH3:25])[CH3:24].[N:48]1[C:57]2[C:52](=[CH:53][CH:54]=[CH:55][CH:56]=2)[CH:51]=[C:50]([NH:58][C:59](=[O:78])[C@@H:60]2[CH2:64][C@@H:63]([NH:65][C:66](=[O:77])[C@H:67]([OH:76])[CH2:68][CH2:69][C:70]3[CH:75]=[CH:74][CH:73]=[CH:72][CH:71]=3)[CH2:62][NH:61]2)[CH:49]=1>ClCCl.C(Cl)(Cl)Cl.C(N(CC)CC)C>[N:48]1[C:57]2[C:52](=[CH:53][CH:54]=[CH:55][CH:56]=2)[CH:51]=[C:50]([NH:58][C:59](=[O:78])[C@@H:60]2[CH2:64][C@@H:63]([NH:65][C:66](=[O:77])[C@H:67]([OH:76])[CH2:68][CH2:69][C:70]3[CH:75]=[CH:74][CH:73]=[CH:72][CH:71]=3)[CH2:62][N:61]2[C:32](=[O:33])[C@@H:31]2[CH2:35][CH:36]([CH2:38][CH2:39][NH:40][C:41]([O:43][C:44]([CH3:47])([CH3:46])[CH3:45])=[O:42])[CH2:37][N:30]2[C:28]([O:27][C:23]([CH3:26])([CH3:25])[CH3:24])=[O:29])[CH:49]=1 |f:1.2|. Procedure details: Triethylamine (21 μL), 1-hydroxybenzotriazole (9 mg) and 1-(3-dimethylaminopropyl)-3-ethylcarbodiimide hydrochloride (28 mg) were added to a solution of N-tert-butoxycarbonyl-4-[2-(tert-butoxycarbonylamino)ethyl]-L-Proline (48 mg) and trans-4-((R)-2-hydroxy-4-phenylbutyrylamino)-L-proline 3-quinolylamide (Compound D101 (H), 56 mg) in dichloromethane (3 mL) at 0° C. The mixture was stirred at room temperature overnight. The reaction mixture was diluted with chloroform and washed with saturated so... Reaction SMILES: [NH2:1][C:2]([C:4]1[CH:30]=[CH:29][C:7]([O:8][CH2:9][CH2:10][CH2:11][O:12][C:13]2[C:14]([CH2:26][CH2:27][CH3:28])=[C:15]([CH:23]=[CH:24][CH:25]=2)[O:16][CH2:17][C:18]([O:20]CC)=[O:19])=[C:6]([CH2:31][CH:32]2[CH2:34][CH2:33]2)[C:5]=1[O:35][CH3:36])=[O:3].[OH-].[Li+]>C(OCC)(=O)C.CO.C(O)(=O)C>[NH2:1][C:2]([C:4]1[CH:30]=[CH:29][C:7]([O:8][CH2:9][CH2:10][CH2:11][O:12][C:13]2[C:14]([CH2:26][CH2:27][CH3:28])=[C:15]([CH:23]=[CH:24][CH:25]=2)[O:16][CH2:17][C:18]([OH:20])=[O:19])=[C:6]([CH2:31][CH:32]2[CH2:34][CH2:33]2)[C:5]=1[O:35][CH3:36])=[O:3] |f:1.2,3.4.5|. The reactants are NC(=O)C1=C(C(=C(OCCCOC=2C(=C(OCC(=O)OCC)C=CC2)CCC)C=C1)CC1CC1)OC (Ethyl [3-[3-[4-(aminocarbonyl)-2-(cyclopropylmethyl)-3-methoxyphenoxy]propoxy]-2-propylphenoxy]acetate), [OH-].[Li+] (lithium hydroxide), crude residue. Run in C(C)(=O)OCC.CO.C(C)(=O)O (ethyl acetate methanol acetic acid). Procedure details: The compound of Example 71 is saponified with lithium hydroxide using the conditions described in Example 26. Chromatography of the crude residue on silica gel using ethyl acetate/methanol/acetic acid as eluant (90:9.5:0.5) affords the product. Yields the product NC(=O)C1=C(C(=C(OCCCOC=2C(=C(OCC(=O)O)C=CC2)CCC)C=C1)CC1CC1)OC ([3-[3-[4-(Aminocarbonyl)-2-(cyclopropylmethyl)-3-methoxyphenoxy]propoxy]-2-propylphenoxy]acetic acid). Starting materials: Cl (HCl), ONC(=N)C=1SC(=CC1)S(=O)(=O)N1CCC2=CC(=CC=C12)C1=CC=C(C=C1)C(F)(F)F (N-Hydroxy-5-[5-(4-trifluoromethyl-phenyl)-2,3-dihydro-indole-1-sulfonyl]-thiophene-2-carboxamidine), N12CCCCCC2=NCCC1 (1,8-diazabicyclo[5.4.0]undec-7-ene), C1(=CC=CC=C1)OC(=O)Cl (phenylchloroformate). Run in ClCCl (dichloromethane), C(C)#N (acetonitrile), C(C)N(CC)CC (triethylamine). Run at temperature 0 celsius. Yields the product FC(C1=CC=C(C=C1)C=1C=C2CCN(C2=CC1)S(=O)(=O)C1=CC=C(S1)C1=NOC(N1)=O)(F)F (3-{5-[5-(4-Trifluoromethyl-phenyl)-2,3-dihydro-indole-1-sulfonyl]-thiophen-2-yl}-4H-[1,2,4]oxadiazol-5-one). Reaction SMILES: [OH:1][NH:2][C:3]([C:5]1[S:6][C:7]([S:10]([N:13]2[C:21]3[C:16](=[CH:17][C:18]([C:22]4[CH:27]=[CH:26][C:25]([C:28]([F:31])([F:30])[F:29])=[CH:24][CH:23]=4)=[CH:19][CH:20]=3)[CH2:15][CH2:14]2)(=[O:12])=[O:11])=[CH:8][CH:9]=1)=[NH:4].[C:32]1([O:38]C(Cl)=O)C=CC=CC=1.N12CCCN=C1CCCCC2.Cl>ClCCl.C(#N)C.C(N(CC)CC)C>[F:29][C:28]([F:31])([F:30])[C:25]1[CH:26]=[CH:27][C:22]([C:18]2[CH:17]=[C:16]3[C:21](=[CH:20][CH:19]=2)[N:13]([S:10]([C:7]2[S:6][C:5]([C:3]4[NH:4][C:32](=[O:38])[O:1][N:2]=4)=[CH:9][CH:8]=2)(=[O:11])=[O:12])[CH2:14][CH2:15]3)=[CH:23][CH:24]=1. Reported procedure: 152 mg crude N-Hydroxy-5-[5-(4-trifluoromethyl-phenyl)-2,3-dihydro-indole-1-sulfonyl]-thiophene-2-carboxamidine were dissolved in 10 ml dichloromethane. 1.0 ml triethylamine and 43 ml phenylchloroformate were added at 0° C. and the mixture stirred at 0° C. for thirty minutes. The mixture was diluted by the addition of 10 ml acetonitrile and 97 μl 1,8-diazabicyclo[5.4.0]undec-7-ene were added. The mixture was stirred at 0° C. for 15 minutes. Then the mixture was poured on 100 ml 1M HCl and extrac...